This data is from the Open Reaction Database (ORD), a public repository of structured organic reaction records. The task is: describe an organic reaction: reactants, conditions, products, and yield Starting materials: OCC1=CC=C(S1)CC(=O)OC (methyl 2-[5-(hydroxymethyl)-2-thienyl]acetate), aqueous solution, [OH-].[Li+] (lithium hydroxide), aqueous solution, Cl (HCl). The solvent is O1CCCC1 (tetrahydrofuran), CO (methanol). Conditions: time 4 hour. Product: OCC1=CC=C(S1)CC(=O)O (2-[5-(hydroxymethyl)-2-thienyl]acetic acid). As a reaction SMILES: [OH:1][CH2:2][C:3]1[S:7][C:6]([CH2:8][C:9]([O:11]C)=[O:10])=[CH:5][CH:4]=1.[OH-].[Li+].Cl>O1CCCC1.CO>[OH:1][CH2:2][C:3]1[S:7][C:6]([CH2:8][C:9]([OH:11])=[O:10])=[CH:5][CH:4]=1 |f:1.2|. Reported procedure: To a solution of methyl 2-[5-(hydroxymethyl)-2-thienyl]acetate in tetrahydrofuran (10 mL) and methanol (10 mL) was added 1 N aqueous solution of lithium hydroxide (11.83 mL) and the resulting solution was stirred at room temperature for 4 h. The reaction mixture was cooled to 0° C. and acidified to pH 1 with 2 N aqueous solution of HCl. The solution was concentrated in vacuo and the residue partitioned between ethyl acetate (30 mL) and water (30 mL). The organic phases were dried over magnesium ... Reactants: C1(CC1)C=1C(=CC(=NC1)C(=O)O)O[C@H](C(F)(F)F)C (5-Cyclopropyl-4-((S)-2,2,2-trifluoro-1-methyl-ethoxy)-pyridine-2-carboxylic acid), NC1(CS(C1)(=O)=O)CC(=O)N (2-(3-amino-1,1-dioxo-thietan-3-yl)acetamide). Product: NC(CC1(CS(C1)(=O)=O)NC(=O)C1=NC=C(C(=C1)O[C@H](C(F)(F)F)C)C1CC1)=O (N-[3-(2-amino-2-oxoethyl)-1,1-dioxothietan-3-yl]-5-cyclopropyl-4-[(2S)-1,1,1-trifluoropropan-2-yl]oxypyridine-2-carboxamide). Reaction SMILES: [CH:1]1([C:4]2[C:5]([O:13][C@@H:14]([CH3:19])[C:15]([F:18])([F:17])[F:16])=[CH:6][C:7]([C:10]([OH:12])=O)=[N:8][CH:9]=2)[CH2:3][CH2:2]1.[NH2:20][C:21]1([CH2:27][C:28]([NH2:30])=[O:29])[CH2:24][S:23](=[O:26])(=[O:25])[CH2:22]1>>[NH2:30][C:28](=[O:29])[CH2:27][C:21]1([NH:20][C:10]([C:7]2[CH:6]=[C:5]([O:13][C@@H:14]([CH3:19])[C:15]([F:18])([F:17])[F:16])[C:4]([CH:1]3[CH2:2][CH2:3]3)=[CH:9][N:8]=2)=[O:12])[CH2:22][S:23](=[O:25])(=[O:26])[CH2:24]1. Procedure details: The title compound was synthesized in analogy to Example 112e, using 5-Cyclopropyl-4-((S)-2,2,2-trifluoro-1-methyl-ethoxy)-pyridine-2-carboxylic acid (example 68a) and 2-(3-amino-1,1-dioxo-thietan-3-yl)acetamide (example 160d) as starting materials and isolated (19.3 mg, 28%); MS (ESI, m/z): 436.3 (M+H+). Reactants: NC=1SC=C(N1)/C(/C(=O)N[C@H]1[C@H]2SCC(=C(N2C1=O)C(=O)O)\C=C\1/C(N(C1)C1=CC=CC=C1)=O)=N/OC(C1=CC=CC=C1)(C1=CC=CC=C1)C1=CC=CC=C1 ((6R,7R)-7-[(Z)-2-(2-Amino-thiazol-4-yl)-2-trityloxyimino-acetylamino]-8-oxo-3-[(Z)-2-oxo-1-phenyl-azetidin-3-ylidenemethyl]-5-thia-1-azabicyclo[4.2.0]oct-2-ene-2-carboxylic acid). Solvent: C(=O)O (formic acid). Run at time 1 hour. Yields the product NC=1SC=C(N1)/C(/C(=O)N[C@H]1[C@H]2SCC(=C(N2C1=O)C(=O)O)\C=C\1/C(N(C1)C1=CC=CC=C1)=O)=N/O ((6R,7R)-7-[(Z)-2-(Amino-thiazol-4-yl)-2-hydroxyimino-acetylamino]-8-oxo-3-[(Z)-2-oxo-1-phenyl-azetidin-3-ylidenemethyl]-5-thia-1-azabicyclo[4.2.0]oct-2-ene-2-carboxylic acid). Reaction SMILES: [NH2:1][C:2]1[S:3][CH:4]=[C:5](/[C:7](=[N:35]/[O:36]C(C2C=CC=CC=2)(C2C=CC=CC=2)C2C=CC=CC=2)/[C:8]([NH:10][C@@H:11]2[C:18](=[O:19])[N:17]3[C@@H:12]2[S:13][CH2:14][C:15](/[CH:23]=[C:24]2\[C:25](=[O:34])[N:26]([C:28]4[CH:33]=[CH:32][CH:31]=[CH:30][CH:29]=4)[CH2:27]\2)=[C:16]3[C:20]([OH:22])=[O:21])=[O:9])[N:6]=1>C(O)=O>[NH2:1][C:2]1[S:3][CH:4]=[C:5](/[C:7](=[N:35]/[OH:36])/[C:8]([NH:10][C@@H:11]2[C:18](=[O:19])[N:17]3[C@@H:12]2[S:13][CH2:14][C:15](/[CH:23]=[C:24]2\[C:25](=[O:34])[N:26]([C:28]4[CH:33]=[CH:32][CH:31]=[CH:30][CH:29]=4)[CH2:27]\2)=[C:16]3[C:20]([OH:22])=[O:21])=[O:9])[N:6]=1. Procedure: 384 mg (0.5 mmol) (6R,7R)-7-[(Z)-2-(2-Amino-thiazol-4-yl)-2-trityloxyimino-acetylamino]-8-oxo-3-[(Z)-2-oxo-1-phenyl-azetidin-3-ylidenemethyl]-5-thia-1-azabicyclo[4.2.0]oct-2-ene-2-carboxylic acid were stirred for 75 min in 4 ml of 90% formic acid. The suspension is concentrated in vacuo and the residue triturated with 50 ml of ethyl acetate. The solid was filtered off, dried and stirred for 1 hour with 20 ml of 90% ethanol. The product was isolated by filtration, washed with n-hexane and dried. The reactants are [N-]=[N+]=[N-].[Na+] (sodium azide), C(OCC)(OCC)OCC (triethyl orthoformate), NC1=CC=C2C(=N1)CCC2C(=O)OC (methyl 2-amino-6,7-dihydro-5H-cyclopenta[b]pyridine-5-carboxylate). Solvent: CC(=O)O (HOAc). Reaction conditions: temperature 100 celsius. The product is N1(N=NN=C1)C1=CC=C2C(=N1)CCC2C(=O)OC (methyl 2-(1H-tetrazol-1-yl)-6,7-dihydro-5H-cyclopenta[b]pyridine-5-carboxylate). As a reaction SMILES: [NH2:1][C:2]1[N:7]=[C:6]2[CH2:8][CH2:9][CH:10]([C:11]([O:13][CH3:14])=[O:12])[C:5]2=[CH:4][CH:3]=1.[N-:15]=[N+:16]=[N-:17].[Na+].[CH:19](OCC)(OCC)OCC>CC(O)=O>[N:1]1([C:2]2[N:7]=[C:6]3[CH2:8][CH2:9][CH:10]([C:11]([O:13][CH3:14])=[O:12])[C:5]3=[CH:4][CH:3]=2)[CH:19]=[N:17][N:16]=[N:15]1 |f:1.2|. Reported procedure: To a flask charged with methyl 2-amino-6,7-dihydro-5H-cyclopenta[b]pyridine-5-carboxylate (500 mg, 2.6 mmol) and a stir bar was added sodium azide (340 mg, 5.2 mmol), triethyl orthoformate (2.2 mL, 13 mmol), and HOAc (10 mL). The mixture was heated to 100° C. for 2 hours. The solvent was removed on a rotavapor, and the residue was taken into aq. Sodium carbonate, extracted with EtOAc (50 Mk×3), dried over sodium sulfate, and purified by MPLC (DCM-MeOH). After removal of solvent, an off-white sol... RXN SMILES: [CH2:34]1[O:35][CH2:36][CH2:37][O:38][CH2:39]1.[CH2:3]([c:4]1[cH:5][cH:6][cH:7][cH:8][cH:9]1)[NH:10][CH2:11][CH2:12][NH:13][c:14]1[n:15][n:16][c:17]([Cl:22])[c:18]([CH3:21])[c:19]1[CH3:20].[Cl-:33].[N:1]#[N:2].[OH:23][B:24]([OH:25])[c:26]1[cH:27][cH:28][c:29]([F:30])[cH:31][cH:32]1>>[CH2:3]([c:4]1[cH:5][cH:6][cH:7][cH:8][cH:9]1)[NH:10][CH2:11][CH2:12][NH:13][c:14]1[n:15][n:16][c:17](-[c:26]2[cH:27][cH:28][c:29]([F:30])[cH:31][cH:32]2)[c:18]([CH3:21])[c:19]1[CH3:20]. Reactants: C1COCCO1, Cc1c(Cl)nnc(NCCNCc2ccccc2)c1C, [Cl-], N#N, OB(O)c1ccc(F)cc1. Product: Cc1c(NCCNCc2ccccc2)nnc(-c2ccc(F)cc2)c1C.